From a dataset of the Open Reaction Database (ORD), a public repository of structured organic reaction records. describe an organic reaction: reactants, conditions, products, and yield The reactants are CN1CCCC1=O (NMP), ClC1=CC(=C(C(=O)OC)C=C1)C (methyl 4-chloro-2-methylbenzoate), CC[Mg+].[Br-] (EtMgBr). The reagents and catalysts are C/C(=C/C(=O)C)/O.C/C(=C/C(=O)C)/O.C/C(=C/C(=O)C)/O.[Fe] (Iron (III) acetylacetonate). Run in C1CCOC1 (THF), CCOCC (ether). Product: C(C)C1=CC(=C(C(=O)OC)C=C1)C (methyl 4-ethyl-2-methylbenzoate). The yield is 83.0%. RXN SMILES: Cl[C:2]1[CH:11]=[CH:10][C:5]([C:6]([O:8][CH3:9])=[O:7])=[C:4]([CH3:12])[CH:3]=1.CN1C(=O)C[CH2:16][CH2:15]1.CC[Mg+].[Br-]>C1COCC1.CCOCC.C/C(/O)=C/C(C)=O.C/C(/O)=C/C(C)=O.C/C(/O)=C/C(C)=O.[Fe]>[CH2:15]([C:2]1[CH:11]=[CH:10][C:5]([C:6]([O:8][CH3:9])=[O:7])=[C:4]([CH3:12])[CH:3]=1)[CH3:16] |f:2.3,6.7.8.9|. Procedure: 4-Chloro-2-methylbenzoic acid (3 g, 17.6 mmol) was suspended in 12 ml of MeOH with 1 ml of concentrated H2SO4. The mixture was refluxed overnight, MeOH was evaporated and the residue was extracted with EtOAc, dried over MgSO4 filtered and evaporated to give methyl 4-chloro-2-methylbenzoate as a colorless viscous liquid (2.96 g, 92%) that was used in the next step without further purification. The ester (2.96 g, 16 mmol) was, under inert atmosphere, dissolved in THF (100 mL) and NMP (9 mL) and Ir...